Dataset: the Open Reaction Database (ORD), a public repository of structured organic reaction records. Task: describe an organic reaction: reactants, conditions, products, and yield Reactants: C, O=C1CNC2=CN(C3CCN(Cc4ccccc4)C3)CN12, CO, O=C[O-], [NH4+], [Pd]. The product is O=C1CNC2=CN(C3CCNC3)CN12. RXN SMILES: [C:28].[CH2:1]([c:2]1[cH:3][cH:4][cH:5][cH:6][cH:7]1)[N:8]1[CH2:9][CH:10]([N:13]2[CH2:14][N:15]3[C:16](=[CH:21]2)[NH:17][CH2:18][C:19]3=[O:20])[CH2:11][CH2:12]1.[CH3:26][OH:27].[CH:22]([O-:23])=[O:24].[NH4+:25].[Pd:29]>>[NH:8]1[CH2:9][CH:10]([N:13]2[CH2:14][N:15]3[C:16](=[CH:21]2)[NH:17][CH2:18][C:19]3=[O:20])[CH2:11][CH2:12]1.